From a dataset of the Open Reaction Database (ORD), a public repository of structured organic reaction records. describe an organic reaction: reactants, conditions, products, and yield The reactants are NC1=C(C=NN1C1=C(C=CC=C1)OC)C#N (5-amino-1-(2-methoxyphenyl)-1H-pyrazole-4-carbonitrile), C1(CCC1)NN (1-cyclobutylhydrazine). Product: NC1=C(C=NN1C1CCC1)C#N (5-amino-1-cyclobutyl-1H-pyrazole-4-carbonitrile). RXN SMILES: [NH2:1][C:2]1[N:6]([C:7]2[CH:12]=[CH:11][CH:10]=CC=2OC)[N:5]=[CH:4][C:3]=1[C:15]#[N:16].C1(NN)CCC1>>[NH2:1][C:2]1[N:6]([CH:7]2[CH2:12][CH2:11][CH2:10]2)[N:5]=[CH:4][C:3]=1[C:15]#[N:16]. Reported procedure: Following the procedure for the preparation of 5-amino-1-(2-methoxyphenyl)-1H-pyrazole-4-carbonitrile but substituting 1-cyclobutylhydrazine provided the title compound. 400 MHz 1H NMR (CDCl3) δ 7.50 (s, 1H), 4.48-4.40 (m, 1H), 4.23 (m, 2H), 2.70-2.58 (m, 2H), 2.48-2.35 (m, 2H), 1.97-1.79 (m, 2H). MS: (M+H m/z 163.1). The reactants are [Li+].C[Si](C)(C)[N-][Si](C)(C)C (LiHMDS), FC(C1=CC=C(C=C1)C1=C(N=CO1)CC)F (5-(4-(difluoromethyl)phenyl)-4-ethyloxazole), ClC(C(Cl)(Cl)Cl)(Cl)Cl (hexachloroethane). Run in C1CCOC1 (THF). Run at temperature -78 celsius, time 30 minute. Yields the product ClC=1OC(=C(N1)CC)C1=CC=C(C=C1)C(F)F (2-chloro-5-(4-(difluoromethyl)phenyl)-4-ethyloxazole). As a reaction SMILES: [Li+].C[Si]([N-][Si](C)(C)C)(C)C.[F:11][CH:12]([F:26])[C:13]1[CH:18]=[CH:17][C:16]([C:19]2[O:23][CH:22]=[N:21][C:20]=2[CH2:24][CH3:25])=[CH:15][CH:14]=1.[Cl:27]C(Cl)(Cl)C(Cl)(Cl)Cl>C1COCC1>[Cl:27][C:22]1[O:23][C:19]([C:16]2[CH:15]=[CH:14][C:13]([CH:12]([F:11])[F:26])=[CH:18][CH:17]=2)=[C:20]([CH2:24][CH3:25])[N:21]=1 |f:0.1|. Procedure: LiHMDS (1.0 M in THF, 24 mL, 24 mmol) was added to a solution of Example 54A (4.90 g, 21.9 mmol) in THF (73 mL) at −78° C. The reaction was stirred at −78° C. for 30 min, and then solid hexachloroethane (5.20 g, 21.9 mmol) was added in one portion. The reaction was allowed to stir overnight while warming to room temperature. The reaction was quenched with water and the product extracted with EtOAc. The combined organic extract was washed with water and brine, and filtered through celite. The fil... Reactants: CN1CCc2c(Cl)ccc3c4c(n(c23)CC1)CCC4, CC(Cl)OC(=O)Cl, CC(Cl)Cl. Product: Clc1ccc2c3c(n4c2c1CCNCC4)CCC3. RXN SMILES: [Cl:1][c:2]1[cH:3][cH:4][c:5]2[c:6]3[c:7]([n:8]4[c:9]2[c:10]1[CH2:11][CH2:12][N:13]([CH3:16])[CH2:14][CH2:15]4)[CH2:17][CH2:18][CH2:19]3.[Cl:20][C:21]([O:22][CH:23]([Cl:24])[CH3:25])=[O:26].[Cl:27][CH:28]([Cl:29])[CH3:30]>>[Cl:1][c:2]1[cH:3][cH:4][c:5]2[c:6]3[c:7]([n:8]4[c:9]2[c:10]1[CH2:11][CH2:12][NH:13][CH2:14][CH2:15]4)[CH2:17][CH2:18][CH2:19]3. Starting materials: CO, ClCCOc1ccc(C2=C(c3ccccc3)CCCc3cc(OC4CCCCO4)ccc32)cc1, O, O=C(O)C(=O)O. The product is Oc1ccc2c(c1)CCCC(c1ccccc1)=C2c1ccc(OCCCl)cc1. Reaction SMILES: [CH3:41][OH:42].[Cl:1][CH2:2][CH2:3][O:4][c:5]1[cH:6][cH:7][c:8]([C:11]2=[C:12]([c:29]3[cH:30][cH:31][cH:32][cH:33][cH:34]3)[CH2:13][CH2:14][CH2:15][c:16]3[c:17]2[cH:18][cH:19][c:20]([O:22][CH:23]2[CH2:24][CH2:25][CH2:26][CH2:27][O:28]2)[cH:21]3)[cH:9][cH:10]1.[OH2:43].[OH:35][C:36]([C:37](=[O:38])[OH:39])=[O:40]>>[Cl:1][CH2:2][CH2:3][O:4][c:5]1[cH:6][cH:7][c:8]([C:11]2=[C:12]([c:29]3[cH:30][cH:31][cH:32][cH:33][cH:34]3)[CH2:13][CH2:14][CH2:15][c:16]3[c:17]2[cH:18][cH:19][c:20]([OH:22])[cH:21]3)[cH:9][cH:10]1. The reactants are C1(=NNCCCCCCCC1)C1=CCCCCCCCCC1 (diazabicycloundecene), carbonyl-1,1′-bisimidazole, C(O)([O-])=O.[Na+] (Sodium hydrogen carbonate), Cl.NO (hydroxylamine hydrochloride), C(#N)C=1C(N(C=CC1)C[C@@H]1CN(CCO[C@H]1C1=CC(=C(C=C1)Cl)Cl)C(=O)OC(C)(C)C)=O (tert-butyl (6R,7R)-6-[(3-cyano-2-oxopyridin-1(2H)-yl)methyl]-7-(3,4-dichlorophenyl)-1,4-oxazepane-4-carboxylate). Solvent: C1CCOC1 (THF), CS(=O)C (DMSO), O (water). Run at temperature 80 celsius, time 5 hour. The product is ClC=1C=C(C=CC1Cl)[C@H]1[C@@H](CN(CCO1)C(=O)OC(C)(C)C)CN1C(C(=CC=C1)C1=NOC(N1)=O)=O (tert-butyl (6R,7R)-7-(3,4-dichlorophenyl)-6-{[2-oxo-3-(5-oxo-4,5-dihydro-1,2,4-oxadiazol-3-yl)pyridin-1(2H)-yl]methyl}-1,4-oxazepane-4-carboxylate). Yield: 72.6%. RXN SMILES: [C:1](=[O:4])([O-])[OH:2].[Na+].Cl.NO.[C:9]([C:11]1[C:12](=[O:40])[N:13]([CH2:17][C@H:18]2[C@H:24]([C:25]3[CH:30]=[CH:29][C:28]([Cl:31])=[C:27]([Cl:32])[CH:26]=3)[O:23][CH2:22][CH2:21][N:20]([C:33]([O:35][C:36]([CH3:39])([CH3:38])[CH3:37])=[O:34])[CH2:19]2)[CH:14]=[CH:15][CH:16]=1)#[N:10].C1(C2CCCCCCCCCC=2)CCCCCCCCN[N:42]=1>CS(C)=O.O.C1COCC1>[Cl:32][C:27]1[CH:26]=[C:25]([C@@H:24]2[O:23][CH2:22][CH2:21][N:20]([C:33]([O:35][C:36]([CH3:37])([CH3:39])[CH3:38])=[O:34])[CH2:19][C@H:18]2[CH2:17][N:13]2[CH:14]=[CH:15][CH:16]=[C:11]([C:9]3[NH:42][C:1](=[O:4])[O:2][N:10]=3)[C:12]2=[O:40])[CH:30]=[CH:29][C:28]=1[Cl:31] |f:0.1,2.3|. Procedure: Sodium hydrogen carbonate (829 mg, 9.87 mmol) and hydroxylamine hydrochloride (686 mg, 9.87 mmol) were added to a solution of tert-butyl (6R,7R)-6-[(3-cyano-2-oxopyridin-1(2H)-yl)methyl]-7-(3,4-dichlorophenyl)-1,4-oxazepane-4-carboxylate (590 mg, 1.23 mmol) in DMSO (4 mL), and the mixture was stirred at 80° C. for 5 hr. The reaction mixture was diluted with water, and the mixture was extracted with ethyl acetate. The extract was washed with brine, and dried over anhydrous sodium sulfate. The sol... The reactants are P(=O)(Cl)(Cl)Cl (phosphorus oxychloride), FC(C=1C=C2C(=NC1)NC(N2)=O)(F)F (6-trifluoromethyl-1,3-dihydro-imidazo[4,5-b]pyridin-2-one). Reagents/catalysts: [Cl-].C[N+](C)(C)C (tetramethylammonium chloride). Product: ClC1=NC=2C(=NC=C(C2)C(F)(F)F)N1 (2-chloro-6-trifluoromethyl-3-H-imidazo[4,5-b]pyridine). Reaction SMILES: [F:1][C:2]([F:14])([F:13])[C:3]1[CH:4]=[C:5]2[NH:11][C:10](=O)[NH:9][C:6]2=[N:7][CH:8]=1.P(Cl)(Cl)([Cl:17])=O>[Cl-].C[N+](C)(C)C>[Cl:17][C:10]1[NH:9][C:6]2=[N:7][CH:8]=[C:3]([C:2]([F:14])([F:13])[F:1])[CH:4]=[C:5]2[N:11]=1 |f:2.3|. Procedure details: Heat a solution of 6-trifluoromethyl-1,3-dihydro-imidazo[4,5-b]pyridin-2-one. (0.6 g, 2.95 mmol) and tetramethylammonium chloride (0.3 g) to 110° C. in phosphorus oxychloride (10 mL) for 10 hours. After cooling, remove the excess POCl3 in vacuo, and then neutralize with saturated NaHCO3, extract with EtOAc. Dry over Na2SO4, concentrate under vacuum to obtain 2-chloro-6-trifluoromethyl-3-H-imidazo[4,5-b]pyridine. The reactants are Br[Mg]c1ccccc1, CCOCC, CC(=O)O, O=C(CCl)CCl, FC(F)(F)C(F)(F)C(F)(F)I, O. Product: OC(CCl)(CCl)C(F)(F)C(F)(F)C(F)(F)F. As a reaction SMILES: [Br:12][Mg:13][c:14]1[cH:15][cH:16][cH:17][cH:18][cH:19]1.[CH2:30]([O:31][CH2:32][CH3:33])[CH3:34].[CH3:26][C:27](=[O:28])[OH:29].[Cl:20][CH2:21][C:22](=[O:23])[CH2:24][Cl:25].[F:1][C:2]([C:3]([F:4])([F:5])[I:6])([C:7]([F:8])([F:9])[F:10])[F:11].[OH2:35]>>[F:1][C:2]([C:3]([F:4])([F:5])[C:22]([CH2:21][Cl:20])([OH:23])[CH2:24][Cl:25])([C:7]([F:8])([F:9])[F:10])[F:11].